From a dataset of the Open Reaction Database (ORD), a public repository of structured organic reaction records. describe an organic reaction: reactants, conditions, products, and yield Reactants: C(C1=CC=CC=C1)S (benzylmercaptan), [K+].[Br-] (KBr), N=1OC=C2C=CC=CC12 (anthranil), [N+](=O)([O-])C=1C=C([N+](=CC1)[O-])C (4-nitro 2-picoline-N-oxide). Reaction conditions: temperature 0 celsius. Yields the product C(C1=CC=CC=C1)SC=1C=C([N+](=CC1)[O-])C (4-Benzylthio-2-picoline-N-oxide). Isolated yield 30.0%. RXN SMILES: [CH2:1]([SH:8])[C:2]1[CH:7]=[CH:6][CH:5]=[CH:4][CH:3]=1.[N:9]1[O:10]C=[C:12]2[C:17]=1[CH:16]=[CH:15][CH:14]=[CH:13]2.[N+](C1C=C(C)[N+]([O-])=CC=1)([O-])=O.[K+].[Br-]>>[CH2:1]([S:8][C:15]1[CH:14]=[C:13]([CH3:12])[N+:9]([O-:10])=[CH:17][CH:16]=1)[C:2]1[CH:7]=[CH:6][CH:5]=[CH:4][CH:3]=1 |f:3.4|. Reported procedure: Mineral oil was removed from potassium hydride (0.11M; 35 wt. % dispersion in mineral oil) by several washings with petroleum ether (5×50 ml). The remaining petroleum ether was removed under vacuum. To this dry solid, 350 ml of anhydrous THF was added cautiously. The well stirred suspension was cooled to 0° C. To this mixture, 14.1 ml (0.12 mol) of benzylmercaptan was added dropwise over a period of 30 minutes. The resultant milky white mixture was warmed to room temperature and allowed to stir ... The reactants are CC(O)c1ccc(CO[Si](C)(C)C(C)(C)C)cc1Cl, CCCCP(CCCC)CCCC, Cc1c(-c2cnc3ccccn23)sc(C(=O)O)c1O, CO, CC(C)OC(=O)N=NC(=O)OC(C)C, C1CCOC1. The product is Cc1c(-c2cnc3ccccn23)sc(C(=O)O)c1OC(C)c1ccc(CO[Si](C)(C)C(C)(C)C)cc1Cl. Reaction SMILES: [C:1]([CH3:2])([CH3:3])([CH3:4])[Si:5]([O:6][CH2:7][c:8]1[cH:9][c:10]([Cl:17])[c:11]([CH:14]([CH3:15])[OH:16])[cH:12][cH:13]1)([CH3:18])[CH3:19].[CH2:39]([P:40]([CH2:41][CH2:42][CH2:43][CH3:44])[CH2:45][CH2:46][CH2:47][CH3:48])[CH2:49][CH2:50][CH3:51].[CH3:20][c:21]1[c:22]([OH:38])[c:23]([C:35](=[O:36])[OH:37])[s:24][c:25]1-[c:26]1[cH:27][n:28][c:29]2[n:30]1[cH:31][cH:32][cH:33][cH:34]2.[CH3:71][OH:72].[O:52]=[C:53]([O:54][CH:55]([CH3:56])[CH3:57])[N:58]=[N:59][C:60]([O:61][CH:62]([CH3:63])[CH3:64])=[O:65].[O:66]1[CH2:67][CH2:68][CH2:69][CH2:70]1>>[C:1]([CH3:2])([CH3:3])([CH3:4])[Si:5]([O:6][CH2:7][c:8]1[cH:9][c:10]([Cl:17])[c:11]([CH:14]([CH3:15])[O:16][c:22]2[c:21]([CH3:20])[c:25](-[c:26]3[cH:27][n:28][c:29]4[n:30]3[cH:31][cH:32][cH:33][cH:34]4)[s:24][c:23]2[C:35](=[O:36])[OH:37])[cH:12][cH:13]1)([CH3:18])[CH3:19].